Dataset: the Open Reaction Database (ORD), a public repository of structured organic reaction records. Task: describe an organic reaction: reactants, conditions, products, and yield Starting materials: CCCO, Cl, Cl, NCC(=O)CCC(=O)O. The product is Cl, CCCOC(=O)CCC(=O)CN. Reaction SMILES: [CH2:11]([CH2:12][CH3:13])[OH:14].[ClH:15].[ClH:1].[NH2:2][CH2:3][C:4]([CH2:5][CH2:6][C:7](=[O:8])[OH:9])=[O:10]>>[ClH:1].[NH2:2][CH2:3][C:4]([CH2:5][CH2:6][C:7](=[O:8])[O:9][CH2:11][CH2:12][CH3:13])=[O:10]. Reactants: COC(=O)C(Cc1ccc(Br)cc1)OCC1CC1, CNc1cccc(B2OC(C)(C)C(C)(C)O2)c1, CN(C)C=O, [K+], [K+], [K+], O, O=P([O-])([O-])[O-], c1ccc(P(c2ccccc2)(c2ccccc2)[Pd](P(c2ccccc2)(c2ccccc2)c2ccccc2)(P(c2ccccc2)(c2ccccc2)c2ccccc2)P(c2ccccc2)(c2ccccc2)c2ccccc2)cc1. Yields the product CNc1cccc(-c2ccc(CC(OCC3CC3)C(=O)OC)cc2)c1. As a reaction SMILES: [Br:1][c:2]1[cH:3][cH:4][c:5]([CH2:8][CH:9]([C:10](=[O:11])[O:12][CH3:13])[O:14][CH2:15][CH:16]2[CH2:17][CH2:18]2)[cH:6][cH:7]1.[CH3:19][NH:20][c:21]1[cH:22][c:23]([B:27]2[O:28][C:29]([CH3:30])([CH3:31])[C:32]([CH3:33])([CH3:34])[O:35]2)[cH:24][cH:25][cH:26]1.[CH3:45][N:46]([CH3:47])[CH:48]=[O:49].[K+:41].[K+:42].[K+:43].[OH2:44].[P:36]([O-:37])([O-:38])([O-:39])=[O:40].[cH:50]1[cH:51][cH:52][c:53]([P:54]([Pd:55]([P:56]([c:57]2[cH:58][cH:59][cH:60][cH:61][cH:62]2)([c:63]2[cH:64][cH:65][cH:66][cH:67][cH:68]2)[c:69]2[cH:70][cH:71][cH:72][cH:73][cH:74]2)([P:75]([c:76]2[cH:77][cH:78][cH:79][cH:80][cH:81]2)([c:82]2[cH:83][cH:84][cH:85][cH:86][cH:87]2)[c:88]2[cH:89][cH:90][cH:91][cH:92][cH:93]2)[P:94]([c:95]2[cH:96][cH:97][cH:98][cH:99][cH:100]2)([c:101]2[cH:102][cH:103][cH:104][cH:105][cH:106]2)[c:107]2[cH:108][cH:109][cH:110][cH:111][cH:112]2)([c:113]2[cH:114][cH:115][cH:116][cH:117][cH:118]2)[c:119]2[cH:120][cH:121][cH:122][cH:123][cH:124]2)[cH:125][cH:126]1>>[c:2]1(-[c:23]2[cH:22][c:21]([NH:20][CH3:19])[cH:26][cH:25][cH:24]2)[cH:3][cH:4][c:5]([CH2:8][CH:9]([C:10](=[O:11])[O:12][CH3:13])[O:14][CH2:15][CH:16]2[CH2:17][CH2:18]2)[cH:6][cH:7]1.